This data is from the Open Reaction Database (ORD), a public repository of structured organic reaction records. The task is: describe an organic reaction: reactants, conditions, products, and yield Reactants: CCc1nc(C)c(CCO)s1, CCCCCC, [Na+], [OH-], O, O=[N+]([O-])O, O=S(=O)(O)O. Product: CCc1nc(C)c(CCO[N+](=O)[O-])s1. As a reaction SMILES: [CH2:10]([CH3:11])[c:12]1[s:13][c:14]([CH2:18][CH2:19][OH:20])[c:15]([CH3:17])[n:16]1.[CH3:23][CH2:24][CH2:25][CH2:26][CH2:27][CH3:28].[Na+:22].[OH-:21].[OH2:29].[OH:1][N+:2]([O-:3])=[O:4].[S:5](=[O:6])(=[O:7])([OH:8])[OH:9]>>[O:1]=[N+:2]([O-:3])[O:4][CH2:19][CH2:18][c:14]1[s:13][c:12]([CH2:10][CH3:11])[n:16][c:15]1[CH3:17]. The product is CC(C)NC(=O)Nc1cnnc(Cl)c1. As a reaction SMILES: [CH3:17][CH:18]([CH3:19])[N:20]=[C:21]=[O:22].[CH3:23][N:24]([CH3:25])[CH:26]=[O:27].[N:9]12[CH2:10][CH2:11][N:12]([CH2:13][CH2:14]1)[CH2:15][CH2:16]2.[NH2:1][c:2]1[cH:3][n:4][n:5][c:6]([Cl:8])[cH:7]1>>[NH:1]([c:2]1[cH:3][n:4][n:5][c:6]([Cl:8])[cH:7]1)[C:21]([NH:20][CH:18]([CH3:17])[CH3:19])=[O:22]. The reactants are CC(C)N=C=O, CN(C)C=O, C1CN2CCN1CC2, Nc1cnnc(Cl)c1. The reactants are O=S(=O)(c1ccccc1)c1c[nH]c2ccc(Br)cc12, C=C[Sn](CCCC)(CCCC)CCCC, Cc1ccccc1, CCOC(C)=O, [F-], [K+]. The product is C=Cc1ccc2[nH]cc(S(=O)(=O)c3ccccc3)c2c1. Reaction SMILES: [Br:1][c:2]1[cH:3][c:4]2[c:5]([S:11](=[O:12])(=[O:13])[c:14]3[cH:15][cH:16][cH:17][cH:18][cH:19]3)[cH:6][nH:7][c:8]2[cH:9][cH:10]1.[CH2:20]([CH2:21][CH2:33][CH3:34])[Sn:22]([CH2:23][CH2:24][CH2:25][CH3:26])([CH2:27][CH2:28][CH2:29][CH3:30])[CH:31]=[CH2:32].[CH3:35][c:36]1[cH:37][cH:38][cH:39][cH:40][cH:41]1.[CH3:42][CH2:43][O:44][C:45](=[O:46])[CH3:47].[F-:48].[K+:49]>>[c:2]1([CH:20]=[CH2:21])[cH:3][c:4]2[c:5]([S:11](=[O:12])(=[O:13])[c:14]3[cH:15][cH:16][cH:17][cH:18][cH:19]3)[cH:6][nH:7][c:8]2[cH:9][cH:10]1. Starting materials: O=C(Cc1c(F)c(F)nc(F)c1Cl)OCc1ccccc1, C1CCOC1. Product: O=C(O)Cc1c(F)c(F)nc(F)c1Cl. Reaction SMILES: [CH2:1]([c:2]1[cH:3][cH:4][cH:5][cH:6][cH:7]1)[O:8][C:9]([CH2:10][c:11]1[c:12]([Cl:20])[c:13]([F:19])[n:14][c:15]([F:18])[c:16]1[F:17])=[O:21].[CH2:22]1[O:23][CH2:24][CH2:25][CH2:26]1>>[O:8]=[C:9]([CH2:10][c:11]1[c:12]([Cl:20])[c:13]([F:19])[n:14][c:15]([F:18])[c:16]1[F:17])[OH:21]. Reactants: C(C)OC(C(=C)C1=CC=C(C=C1)OCC1=NC2=CC=CC=C2C=C1)=O ((4-(2-quinolylmethoxy)phenyl)-propenoic acid ethyl ester), [OH-].[Na+] (NaOH). The solvent is C(C)O (ethanol). The product is N1=C(C=CC2=CC=CC=C12)COC1=CC=C(C=C1)C(C(=O)O)=C ((4-(2-quinolyl-methoxy)phenyl)propenoic acid). The yield is 86.8%. As a reaction SMILES: C([O:3][C:4](=[O:25])[C:5]([C:7]1[CH:12]=[CH:11][C:10]([O:13][CH2:14][C:15]2[CH:24]=[CH:23][C:22]3[C:17](=[CH:18][CH:19]=[CH:20][CH:21]=3)[N:16]=2)=[CH:9][CH:8]=1)=[CH2:6])C.[OH-].[Na+]>C(O)C>[N:16]1[C:17]2[C:22](=[CH:21][CH:20]=[CH:19][CH:18]=2)[CH:23]=[CH:24][C:15]=1[CH2:14][O:13][C:10]1[CH:9]=[CH:8][C:7]([C:5](=[CH2:6])[C:4]([OH:25])=[O:3])=[CH:12][CH:11]=1 |f:1.2|. Reported procedure: To a solution in hot ethanol of 3,3-bis((4-(2-quinolylmethoxy)phenyl)-propenoic acid ethyl ester (560 mg, 1 mmol), prepared as in step 1, was added aqueous 1N NaOH (8 mL) and the reaction mixture was heated at reflux for 3 hours. The reaction mixture was cooled to room temperature, concentrated in vacuo, diluted with water (25 mL), and neutralized with 10% citric acid solution. The resulting precipitate was collected by filtration, washed with water, slurried in warm EtOH (20 mL), collected by f... Reactants: CC[SiH](CC)CC, CCCCCC, O=C1Cc2cc(C(=O)CCl)ccc2N1, O, O=C(O)C(F)(F)F. The product is O=C1Cc2cc(CCCl)ccc2N1. As a reaction SMILES: [CH2:22]([SiH:23]([CH2:24][CH3:25])[CH2:26][CH3:27])[CH3:28].[CH3:30][CH2:31][CH2:32][CH2:33][CH2:34][CH3:35].[Cl:1][CH2:2][C:3](=[O:4])[c:5]1[cH:6][c:7]2[c:11]([cH:12][cH:13]1)[NH:10][C:9](=[O:14])[CH2:8]2.[OH2:29].[OH:15][C:16]([C:17]([F:18])([F:19])[F:20])=[O:21]>>[Cl:1][CH2:2][CH2:3][c:5]1[cH:6][c:7]2[c:11]([cH:12][cH:13]1)[NH:10][C:9](=[O:14])[CH2:8]2.